describe an organic reaction: reactants, conditions, products, and yield From a dataset of the Open Reaction Database (ORD), a public repository of structured organic reaction records. Reactants: C(C)(C)OC(C)C (diisopropyl ether), FC1=C(C=CC(=C1)F)NC1=C(C(=O)Cl)C=C(C(=N1)OS(=O)(=O)C1=C(C=C(C=C1C)C)C)F (2-(2,4-difluorophenylamino)-5-fluoro-6-(mesitylenesulfonyloxy)nicotinoyl chloride), Cl (hydrochloric acid), N1C=NC=C1 (imidazole). The solvent is O (water), C(Cl)Cl (methylene chloride), C(Cl)Cl (methylene chloride), C(C)N(CC)CC (triethylamine). Product: FC1=C(C=CC(=C1)F)NC1=C(C(=O)N2C=NC=C2)C=C(C(=N1)OS(=O)(=O)C1=C(C=C(C=C1C)C)C)F (1-[2-(2,4-difluorophenylamino)-5-fluoro-6-(mesitylenesulfonyloxy)nicotinoyl]imidazole). Isolated yield 91.1%. As a reaction SMILES: [F:1][C:2]1[CH:7]=[C:6]([F:8])[CH:5]=[CH:4][C:3]=1[NH:9][C:10]1[N:18]=[C:17]([O:19][S:20]([C:23]2[C:28]([CH3:29])=[CH:27][C:26]([CH3:30])=[CH:25][C:24]=2[CH3:31])(=[O:22])=[O:21])[C:16]([F:32])=[CH:15][C:11]=1[C:12](Cl)=[O:13].[NH:33]1[CH:37]=[CH:36][N:35]=[CH:34]1.Cl.C(OC(C)C)(C)C>C(Cl)Cl.O.C(N(CC)CC)C>[F:1][C:2]1[CH:7]=[C:6]([F:8])[CH:5]=[CH:4][C:3]=1[NH:9][C:10]1[N:18]=[C:17]([O:19][S:20]([C:23]2[C:28]([CH3:29])=[CH:27][C:26]([CH3:30])=[CH:25][C:24]=2[CH3:31])(=[O:22])=[O:21])[C:16]([F:32])=[CH:15][C:11]=1[C:12]([N:33]1[CH:37]=[CH:36][N:35]=[CH:34]1)=[O:13]. Procedure details: In 10 ml of methylene chloride was dissolved 500 mg of 2-(2,4-difluorophenylamino)-5-fluoro-6-(mesitylenesulfonyloxy)nicotinoyl chloride, and 1 ml of a methylene chloride solution containing 77 mg of imidazole and 120 mg of triethylamine was dropped into the resulting solution at -20° C., after which the resulting mixture was subjected to reaction at room temperature for 30 minutes. Subsequently, 5 ml of water was added to the reaction mixture, and the pH thereof was adjusted to 2.0 with 2N hydr...